From a dataset of the Open Reaction Database (ORD), a public repository of structured organic reaction records. describe an organic reaction: reactants, conditions, products, and yield Reactants: CS(=O)(=O)N (methane sulfonamide), C1(CCCCC1)P(C1=C(C=CC=C1)C1=C(C=C(C=C1C(C)C)C(C)C)C(C)C)C1CCCCC1 (2-dicyclohexylphosphino-2′,4′,6′-tri-isopropyl-1,1′-biphenyl), C([O-])([O-])=O.[Cs+].[Cs+] (cesium carbonate), ClC1=NC(=NC(=C1)O[C@H](C)[C@H]1OC(OC1)(C)C)SCC1=C(C(=CC=C1)F)F (4-chloro-2-[(2,3-difluorobenzyl)thio]-6-{(1R)-1-[(4S)-2,2-dimethyl-1,3-dioxolan-4-yl]ethoxy}pyrimidine), product. Reagents/catalysts: C=1C=CC(=CC1)/C=C/C(=O)/C=C/C2=CC=CC=C2.C=1C=CC(=CC1)/C=C/C(=O)/C=C/C2=CC=CC=C2.C=1C=CC(=CC1)/C=C/C(=O)/C=C/C2=CC=CC=C2.[Pd].[Pd] (tris(dibenzylideneacetone)dipalladium). The solvent is O1CCOCC1 (dioxane). Yields the product FC1=C(CSC2=NC(=CC(=N2)CS(=O)(=O)N)O[C@H](C)[C@H]2OC(OC2)(C)C)C=CC=C1F ((2-[(2,3-Difluorobenzyl)thio]-6-{(1R)-1-[(4S)-2,2-dimethyl-1,3-dioxolan-4-yl]ethoxy}pyrimidin-4-yl)methanesulfonamide). RXN SMILES: [CH3:1][S:2]([NH2:5])(=[O:4])=[O:3].C1(P(C2CCCCC2)C2C=CC=CC=2C2C(C(C)C)=CC(C(C)C)=CC=2C(C)C)CCCCC1.C(=O)([O-])[O-].[Cs+].[Cs+].Cl[C:47]1[CH:52]=[C:51]([O:53][C@@H:54]([C@@H:56]2[CH2:60][O:59][C:58]([CH3:62])([CH3:61])[O:57]2)[CH3:55])[N:50]=[C:49]([S:63][CH2:64][C:65]2[CH:70]=[CH:69][CH:68]=[C:67]([F:71])[C:66]=2[F:72])[N:48]=1>O1CCOCC1.C1C=CC(/C=C/C(/C=C/C2C=CC=CC=2)=O)=CC=1.C1C=CC(/C=C/C(/C=C/C2C=CC=CC=2)=O)=CC=1.C1C=CC(/C=C/C(/C=C/C2C=CC=CC=2)=O)=CC=1.[Pd].[Pd]>[F:72][C:66]1[C:67]([F:71])=[CH:68][CH:69]=[CH:70][C:65]=1[CH2:64][S:63][C:49]1[N:48]=[C:47]([CH2:1][S:2]([NH2:5])(=[O:4])=[O:3])[CH:52]=[C:51]([O:53][C@@H:54]([C@@H:56]2[CH2:60][O:59][C:58]([CH3:61])([CH3:62])[O:57]2)[CH3:55])[N:50]=1 |f:2.3.4,7.8.9.10.11|. Procedure details: The subtitle compound was prepared according to the procedure outlined in example 1 step (iv) using a mixture of methane sulfonamide (0.25 g), tris(dibenzylideneacetone)dipalladium (0) (55 mg), 2-dicyclohexylphosphino-2′,4′,6′-tri-isopropyl-1,1′-biphenyl (XPHOS) (29 mg), cesium carbonate (0.30 g) and 4-chloro-2-[(2,3-difluorobenzyl)thio]-6-{(1R)-1-[(4S)-2,2-dimethyl-1,3-dioxolan-4-yl]ethoxy}pyrimidine (the product of Example 47, step i) (0.25 g) in dioxane (5 ml). The crude material was purified... Reactants: ClCCl, O=C(O)C(F)(F)F, CC(C)(C)OC(=O)N1CC(Nc2nc(-c3ccc(NC(=O)Nc4ccncc4)cc3)nc(N3CCOCC3)n2)C1. Product: O=C(Nc1ccncc1)Nc1ccc(-c2nc(NC3CNC3)nc(N3CCOCC3)n2)cc1. As a reaction SMILES: [Cl:48][CH2:49][Cl:50].[F:41][C:42]([F:43])([F:44])[C:45]([OH:46])=[O:47].[O:1]1[CH2:2][CH2:3][N:4]([c:7]2[n:8][c:9]([NH:29][CH:30]3[CH2:31][N:32]([C:34]([O:35][C:36]([CH3:37])([CH3:38])[CH3:39])=[O:40])[CH2:33]3)[n:10][c:11](-[c:13]3[cH:14][cH:15][c:16]([NH:19][C:20]([NH:21][c:22]4[cH:23][cH:24][n:25][cH:26][cH:27]4)=[O:28])[cH:17][cH:18]3)[n:12]2)[CH2:5][CH2:6]1>>[O:1]1[CH2:2][CH2:3][N:4]([c:7]2[n:8][c:9]([NH:29][CH:30]3[CH2:31][NH:32][CH2:33]3)[n:10][c:11](-[c:13]3[cH:14][cH:15][c:16]([NH:19][C:20]([NH:21][c:22]4[cH:23][cH:24][n:25][cH:26][cH:27]4)=[O:28])[cH:17][cH:18]3)[n:12]2)[CH2:5][CH2:6]1. Reactants: C(C)OP(OCC)(=O)CC1=CC(=C(C(=C1)OC)C(C)C)OC (diethyl(3,5-dimethoxy-4-i-propylbenzyl)phosphonate), FC1=CC=C(C=O)C=C1 (4-fluorobenzaldehyde). The product is COC=1C=C(C=C(C1C(C)C)OC)C=CC1=CC=C(C=C1)F (1-(3,5-Dimethoxy-4-i-propylphenyl)-2-(4-fluorophenyl)ethene). Reaction SMILES: C(OP([CH2:9][C:10]1[CH:15]=[C:14]([O:16][CH3:17])[C:13]([CH:18]([CH3:20])[CH3:19])=[C:12]([O:21][CH3:22])[CH:11]=1)(=O)OCC)C.[F:23][C:24]1[CH:31]=[CH:30][C:27]([CH:28]=O)=[CH:26][CH:25]=1>>[CH3:17][O:16][C:14]1[CH:15]=[C:10]([CH:9]=[CH:28][C:27]2[CH:30]=[CH:31][C:24]([F:23])=[CH:25][CH:26]=2)[CH:11]=[C:12]([O:21][CH3:22])[C:13]=1[CH:18]([CH3:19])[CH3:20]. Procedure details: This material was prepared from diethyl(3,5-dimethoxy-4-i-propylbenzyl)phosphonate and 4-fluorobenzaldehyde in the same procedure as described in example 21. The reactants are C=O (paraformaldehyde), Cl.C(C)NCC (diethylamine hydrochloride), Cl (hydrochloric acid), C(C)P(O)O (ethylphosphonous acid). The solvent is O (water). Yields the product C(C)P(O)(=O)CN(CC)CC (ethyldiethylaminomethylphosphinic acid). Reaction SMILES: [CH2:1]=O.Cl.[CH2:4]([NH:6][CH2:7][CH3:8])[CH3:5].[CH2:9]([P:11]([OH:13])[OH:12])[CH3:10].Cl>O>[CH2:9]([P:11]([CH2:1][N:6]([CH2:7][CH3:8])[CH2:4][CH3:5])(=[O:13])[OH:12])[CH3:10] |f:1.2|. Procedure details: A three-neck round-bottom flask with fitted KPG stirrer, reflux condenser and dropping funnel is initially charged with 44.0 g of paraformaldehyde (95%), 105.5 g of demineralized water and 233.4 g of diethylamine hydrochloride, followed by the addition of 100.1 g of ethylphosphonous acid (96.3%) (prepared according to example 1) during 6 h at 110° C. with stirring. The pH of the reaction solution is adjusted to below 1 with 8 g of 37% hydrochloric acid. After one hour of refluxing, a solution of... Reactants: C(C#C)NC(OCC)=O (ethyl N-propargylcarbamate), [OH-].[K+] (KOH), ClCC1=NC=CC=N1 (2-chloromethylpyrimidine). The reagents and catalysts are [Cl-].C(C)[N+](CC1=CC=CC=C1)(CC)CC (triethylbenzylammonium chloride). Run in C1(=CC=CC=C1)C (toluene). Reaction conditions: time 8 hour. The product is C(C)OC(=O)N(CC#C)CC1=NC=CC=N1 (2-(N-Ethoxycarbonyl-N-propargylaminomethyl)-pyrimidine). As a reaction SMILES: [CH2:1]([NH:4][C:5](=[O:9])[O:6][CH2:7][CH3:8])[C:2]#[CH:3].[OH-].[K+].Cl[CH2:13][C:14]1[N:19]=[CH:18][CH:17]=[CH:16][N:15]=1>[Cl-].C([N+](CC)(CC)CC1C=CC=CC=1)C.C1(C)C=CC=CC=1>[CH2:7]([O:6][C:5]([N:4]([CH2:13][C:14]1[N:19]=[CH:18][CH:17]=[CH:16][N:15]=1)[CH2:1][C:2]#[CH:3])=[O:9])[CH3:8] |f:1.2,4.5|. Procedure: 11.5 g (91 mmol) of ethyl N-propargylcarbamate are introduced into 90 ml of toluene, 20.3 g of KOH powder and 0.5 g of triethylbenzylammonium chloride are added, and 13.5 g (104 mmol) of 2-chloromethylpyrimidine (German Offenlegungsschrift 2,932,643) are added dropwise at room temperature. The mixture is stirred overnight at room temperature, the salts are filtered off with suction, the filtrate is washed using saturated sodium chloride solution, dried over magnesium sulphate and concentrated, a... The reactants are BrN1C(CCC1=O)=O (N-bromosuccinimide), C(C1=CC=CC=C1)(=O)OOC(C1=CC=CC=C1)=O (benzoyl peroxide), C(C)C1=CC=C(C=C1)[Si](C)(C)C (1-ethyl-4-trimethylsilylbenzene). Run in C(Cl)(Cl)(Cl)Cl (carbon tetrachloride). Product: BrC(C)C1=CC=C(C=C1)[Si](C)(C)C (1-bromo-1-[4-trimethylsilylphenyl]ethane). The yield is 90.7%. As a reaction SMILES: [CH2:1]([C:3]1[CH:8]=[CH:7][C:6]([Si:9]([CH3:12])([CH3:11])[CH3:10])=[CH:5][CH:4]=1)[CH3:2].[Br:13]N1C(=O)CCC1=O.C(OOC(=O)C1C=CC=CC=1)(=O)C1C=CC=CC=1>C(Cl)(Cl)(Cl)Cl>[Br:13][CH:1]([C:3]1[CH:8]=[CH:7][C:6]([Si:9]([CH3:10])([CH3:12])[CH3:11])=[CH:5][CH:4]=1)[CH3:2]. Reported procedure: The product of Step A (59 g, 0.33 mole) was dissolved in carbon tetrachloride (700 mL). To this solution was added N-bromosuccinimide (59 g, 0.33 mole) and benzoyl peroxide (ca. 200 rag) in one portion. The reaction mixture was heated to reflux for 2.5 hours while being irradiated with a 275 watt sunlamp. After cooling, the solid succinimide was removed by filtration and the filtrate was washed with saturated aqueous NaHSO3. Drying (MgSO4) and concentration gave an oil (77 g, 91% yield) which wa... The reactants are C(C)N(C1=C(C=CC=C1)[C@H]1CC=2C=CC(=CC2CC1)OC(C(C)(C)C)=O)C(C1=CC=C(C=C1)O)=O (pivalic acid (R)-6-{2-[ethyl(4-hydroxybenzoyl)amino]phenyl}-5,6,7,8-tetrahydronaphthalen-2-yl ester), ClCC(=O)N(C)CCOC (2-chloro-N-(2-methoxyethyl)-N-methylacetamide). Yields the product C(C)N(C1=C(C=CC=C1)[C@H]1CC=2C=CC(=CC2CC1)O)CC1=CC=C(C=C1)OCCN(C)CCOC ((R)-6-{2-{Ethyl{4-{2-[(2-methoxyethyl)methylamino]ethoxy}benzyl}amino}phenyl}-5,6,7,8-tetrahydronaphthalen-2-ol). The yield is 42.9%. Reaction SMILES: [CH2:1]([N:3]([C:27](=O)[C:28]1[CH:33]=[CH:32][C:31]([OH:34])=[CH:30][CH:29]=1)[C:4]1[CH:9]=[CH:8][CH:7]=[CH:6][C:5]=1[C@@H:10]1[CH2:19][CH2:18][C:17]2[CH:16]=[C:15]([O:20]C(=O)C(C)(C)C)[CH:14]=[CH:13][C:12]=2[CH2:11]1)[CH3:2].Cl[CH2:37][C:38]([N:40]([CH2:42][CH2:43][O:44][CH3:45])[CH3:41])=O>>[CH2:1]([N:3]([CH2:27][C:28]1[CH:29]=[CH:30][C:31]([O:34][CH2:37][CH2:38][N:40]([CH2:42][CH2:43][O:44][CH3:45])[CH3:41])=[CH:32][CH:33]=1)[C:4]1[CH:9]=[CH:8][CH:7]=[CH:6][C:5]=1[C@@H:10]1[CH2:19][CH2:18][C:13]2[CH:14]=[C:15]([OH:20])[CH:16]=[CH:17][C:12]=2[CH2:11]1)[CH3:2]. Reported procedure: Synthesized from pivalic acid (R)-6-{2-[ethyl(4-hydroxybenzoyl)amino]phenyl}-5,6,7,8-tetrahydronaphthalen-2-yl ester (18 mg) and 2-chloro-N-(2-methoxyethyl)-N-methylacetamide (13 mg) according to an analogous synthetic method to Example 404 and purified by LC-MS, the title compound (8.0 mg) was obtained. Solvent: ClCCl (dichloromethane), ClCCl (dichloromethane), ClCCl (dichloromethane). Conditions: temperature -78 celsius, time 30 minute. Product: [Si](C)(C)(C(C)(C)C)O[C@H](C)[C@H]1C(N[C@@H]1C(C(N1C(SCC1)=S)=O)C)=O ((3S,4R)-3-[(1R)-1-(t-butyldimethylsilyloxy)ethyl]-4-[(1RS)-1-methyl-2-oxo-2-(2-thioxothiazolidin-3-yl)ethyl]-2-azetidinone). As a reaction SMILES: C(N1CCCCC1)C.[C:9]([N:13]1[CH2:17][CH2:16][S:15][C:14]1=[S:18])(=[O:12])[CH2:10][CH3:11].C(O[C@H:23]1[NH:26][C:25](=[O:27])[C@@H:24]1[C@H:28]([O:30][Si:31]([C:34]([CH3:37])([CH3:36])[CH3:35])([CH3:33])[CH3:32])[CH3:29])(=O)C.C(=O)(O)[O-].[Na+]>ClCCl>[Si:31]([O:30][C@@H:28]([C@@H:24]1[C@@H:23]([CH:10]([CH3:11])[C:9](=[O:12])[N:13]2[CH2:17][CH2:16][S:15][C:14]2=[S:18])[NH:26][C:25]1=[O:27])[CH3:29])([C:34]([CH3:35])([CH3:36])[CH3:37])([CH3:32])[CH3:33] |f:3.4|. Reported procedure: To a suspension of stannous trifluoromethanesulfonate (8.35 g) and N-ethylpiperidine (3.79 ml) in dichloromethane (60 ml) was added dropwise a solution of 3-propionyl-2-thioxothiazolidine (4.12 g) in dichloromethane (35 ml) at -78° C. under nitrogen atmosphere. After stirring at -78° C. for 30 minutes, a solution of (3R,4R)-4-acetoxy-3-[(1R)-1-(t-butyldimethylsilyloxy)ethyl]-2-azetidinone (2.25 g) in dichloromethane (8 ml) was added to the reaction mixture, and the reaction mixture was stirred a... The reactants are C(CC)(=O)N1C(SCC1)=S (3-propionyl-2-thioxothiazolidine), C(C)(=O)O[C@@H]1[C@H](C(N1)=O)[C@@H](C)O[Si](C)(C)C(C)(C)C ((3R,4R)-4-acetoxy-3-[(1R)-1-(t-butyldimethylsilyloxy)ethyl]-2-azetidinone), C([O-])(O)=O.[Na+] (sodium bicarbonate), stannous trifluoromethanesulfonate, C(C)N1CCCCC1 (N-ethylpiperidine). The yield is 75.8%. Reactants: [OH-].[Na+] (NaOH), ClC=1C=CC(=NC1)NC(C1=C(C(=CC(=C1)Cl)OC)NC(=O)C=1SC=C(C1Cl)CC(=NO)N)=O (N-(5-Chloropyridin-2-yl)-2-[((4-(2-amino-2-(hydroxyimino)ethyl)-3-chlorothiophen-2-yl)carbonyl)amino]-3-methoxy-5-chlorobenzamide), ClC(C(=O)O)(Cl)Cl (trichloroacetic acid), ClC(C(=O)Cl)(Cl)Cl (Trichloroacetyl chloride). Run in O (water), C(C)(=O)OCC (ethyl acetate). Conditions: temperature 85 celsius, time 1 hour. Product: ClC=1C=CC(=NC1)NC(C1=C(C(=CC(=C1)Cl)OC)NC(=O)C=1SC=C(C1Cl)CC1=NOC(=N1)C(Cl)(Cl)Cl)=O (N-(5-chloropyridin-2-yl)-2-[((4-((5-trichloromethyl-1,2,4-oxadiazol-3-yl)methyl)-3-chlorothiophen-2-yl)carbonyl)amino]-3-methoxy-5-chlorobenzamide). As a reaction SMILES: [Cl:1][C:2]1[CH:3]=[CH:4][C:5]([NH:8][C:9](=[O:33])[C:10]2[CH:15]=[C:14]([Cl:16])[CH:13]=[C:12]([O:17][CH3:18])[C:11]=2[NH:19][C:20]([C:22]2[S:23][CH:24]=[C:25]([CH2:28][C:29]([NH2:32])=[N:30][OH:31])[C:26]=2[Cl:27])=[O:21])=[N:6][CH:7]=1.[Cl:34][C:35]([Cl:40])([Cl:39])[C:36](O)=O.ClC(Cl)(Cl)C(Cl)=O.[OH-].[Na+]>O.C(OCC)(=O)C>[Cl:1][C:2]1[CH:3]=[CH:4][C:5]([NH:8][C:9](=[O:33])[C:10]2[CH:15]=[C:14]([Cl:16])[CH:13]=[C:12]([O:17][CH3:18])[C:11]=2[NH:19][C:20]([C:22]2[S:23][CH:24]=[C:25]([CH2:28][C:29]3[N:32]=[C:36]([C:35]([Cl:40])([Cl:39])[Cl:34])[O:31][N:30]=3)[C:26]=2[Cl:27])=[O:21])=[N:6][CH:7]=1 |f:3.4|. Reported procedure: N-(5-Chloropyridin-2-yl)-2-[((4-(2-amino-2-(hydroxyimino)ethyl)-3-chlorothiophen-2-yl)carbonyl)amino]-3-methoxy-5-chlorobenzamide (3.06 g, 5.8 mmol) was dissolved in trichloroacetic acid (3.8 g, 23 mmol) and the mixture heated to 85° C. Trichloroacetyl chloride (1.3 mL, 11.6 mmol) was added, and the temperature was increased to 94° C. After one hour the reaction mixture was allowed to cool to room temperature, diluted with water (150 mL) and a small amount of ethyl acetate, and adjusted to basic... The reactants are ClC1=CC2=C(N3C(N2C)=NC(=C3CC(=O)O)C3=CC=CC=C3)C=C1 (7-chloro-9-methyl-2-phenyl-9H-imidazo[1,2-a]benzimidazole-3-acetic acid), N,N'-carbonyldiimidazole, CN (methylamine). The solvent is O1CCCC1 (tetrahydrofuran). Reaction conditions: temperature 40 celsius, time 2 hour. The product is ClC1=CC2=C(N3C(N2C)=NC(=C3CC(=O)NC)C3=CC=CC=C3)C=C1 (7-Chloro-N,9-dimethyl-2-phenyl-9H-imidazo[1,2-a]benzimidazole-3-acetamide). RXN SMILES: [Cl:1][C:2]1[CH:24]=[CH:23][C:5]2[N:6]3[C:12]([CH2:13][C:14]([OH:16])=O)=[C:11]([C:17]4[CH:22]=[CH:21][CH:20]=[CH:19][CH:18]=4)[N:10]=[C:7]3[N:8]([CH3:9])[C:4]=2[CH:3]=1.[CH3:25][NH2:26]>O1CCCC1>[Cl:1][C:2]1[CH:24]=[CH:23][C:5]2[N:6]3[C:12]([CH2:13][C:14]([NH:26][CH3:25])=[O:16])=[C:11]([C:17]4[CH:22]=[CH:21][CH:20]=[CH:19][CH:18]=4)[N:10]=[C:7]3[N:8]([CH3:9])[C:4]=2[CH:3]=1. Procedure: A suspension of 1.7 g (0.005 mol) of 7-chloro-9-methyl-2-phenyl-9H-imidazo[1,2-a]benzimidazole-3-acetic acid is prepared in 50 ml of dry tetrahydrofuran, 1.3 g (0.008 mol) of N,N'-carbonyldiimidazole are added thereto and the mixture is stirred at 40° C. for 2 h. The solution obtained is treated with an excess of dry gaseous methylamine and stirred for 72 h. The solvent is evaporated under reduced pressure. The residue is treated with 50 ml of water. The insoluble matter is separated by filtrati...